Dataset: the Open Reaction Database (ORD), a public repository of structured organic reaction records. Task: describe an organic reaction: reactants, conditions, products, and yield Starting materials: [BH3-]C#N, C=O, CC(=O)O, CC#N, CC(N)Cc1nnc2n1-c1ccc(Cl)cc1C(c1ccccc1Cl)=NC2, [Na+]. Product: CNC(C)Cc1nnc2n1-c1ccc(Cl)cc1C(c1ccccc1Cl)=NC2. RXN SMILES: [C:33]([BH3-:34])#[N:35].[CH2:27]=[O:28].[CH3:29][C:30](=[O:31])[OH:32].[CH3:37][C:38]#[N:39].[NH2:1][CH:2]([CH2:3][c:4]1[n:5][n:6][c:7]2[n:8]1-[c:9]1[c:10]([cH:21][c:22]([Cl:25])[cH:23][cH:24]1)[C:11]([c:14]1[c:15]([Cl:20])[cH:16][cH:17][cH:18][cH:19]1)=[N:12][CH2:13]2)[CH3:26].[Na+:36]>>[NH:1]([CH:2]([CH2:3][c:4]1[n:5][n:6][c:7]2[n:8]1-[c:9]1[c:10]([cH:21][c:22]([Cl:25])[cH:23][cH:24]1)[C:11]([c:14]1[c:15]([Cl:20])[cH:16][cH:17][cH:18][cH:19]1)=[N:12][CH2:13]2)[CH3:26])[CH3:29]. Reactants: ClCCl, [Mg+2], OCC1(c2ccc(OCCCN3CCCC3)cc2)CCOCC1, O=S(=O)([O-])[O-], O=[Cr](=O)([O-])Cl, c1cc[nH+]cc1. Product: O=CC1(c2ccc(OCCCN3CCCC3)cc2)CCOCC1. Reaction SMILES: [Cl:41][CH2:42][Cl:43].[Mg+2:35].[N:12]1([CH2:17][CH2:18][CH2:19][O:20][c:21]2[cH:22][cH:23][c:24]([C:27]3([CH2:33][OH:34])[CH2:28][CH2:29][O:30][CH2:31][CH2:32]3)[cH:25][cH:26]2)[CH2:13][CH2:14][CH2:15][CH2:16]1.[O-:36][S:37](=[O:38])(=[O:39])[O-:40].[O:1]=[Cr:2]([Cl:3])([O-:4])=[O:5].[nH+:6]1[cH:7][cH:8][cH:9][cH:10][cH:11]1>>[N:12]1([CH2:17][CH2:18][CH2:19][O:20][c:21]2[cH:22][cH:23][c:24]([C:27]3([CH:33]=[O:34])[CH2:28][CH2:29][O:30][CH2:31][CH2:32]3)[cH:25][cH:26]2)[CH2:13][CH2:14][CH2:15][CH2:16]1. Reactants: O1CCOC2=C1C=CC=C2 (1,4-benzodioxane), BrN1C(CCC1=O)=O (N-bromosuccinimide). Solvent: CN(C=O)C (dimethylformamide). Conditions: time 24 hour. Yields the product BrC1=CC2=C(OCCO2)C=C1 (6-Bromo-2,3-dihydro-1,4-benzodioxin). As a reaction SMILES: [O:1]1[C:6]2[CH:7]=[CH:8][CH:9]=[CH:10][C:5]=2[O:4][CH2:3][CH2:2]1.[Br:11]N1C(=O)CCC1=O>CN(C)C=O>[Br:11][C:9]1[CH:8]=[CH:7][C:6]2[O:1][CH2:2][CH2:3][O:4][C:5]=2[CH:10]=1. Reported procedure: 35 g of 1,4-benzodioxane and 200 ml of anhydrous dimethylformamide are placed under argon at 0° C. 54.9 g of N-bromosuccinimide are then added in portions. After it has returned gradually to room temperature, the reaction mixture is stirred for 24 hours. The solvents are evaporated off under reduced pressure and the white solid obtained is washed with dichloromethane. The filtrate is treated with 50 ml of saturated aqueous sodium sulfate solution, washed with 50 ml of saturated aqueous sodium ch...